This data is from the Open Reaction Database (ORD), a public repository of structured organic reaction records. The task is: describe an organic reaction: reactants, conditions, products, and yield RXN SMILES: [NH2:1][C:2]1[CH:7]=[C:6]([Cl:8])[CH:5]=[CH:4][C:3]=1[OH:9].[Si:10](Cl)([C:13]([CH3:16])([CH3:15])[CH3:14])([CH3:12])[CH3:11].N1C=CN=C1>CN(C=O)C>[Si:10]([O:9][C:3]1[CH:4]=[CH:5][C:6]([Cl:8])=[CH:7][C:2]=1[NH2:1])([C:13]([CH3:16])([CH3:15])[CH3:14])([CH3:12])[CH3:11]. Yields the product [Si](C)(C)(C(C)(C)C)OC1=C(N)C=C(C=C1)Cl (2-{[tert-butyl(dimethyl)silyl]oxy}-5-chloroaniline). The solvent is CN(C)C=O (DMF). Procedure: A solution of 2-amino-4-chlorophenol (14.3 g, 100 mmol), tert-butyldimethylsilyl chloride (18 g, 120 mmol) and imidazole (14 g, 200 mmol) in DMF (250 mL) was stirred at room temperature for 24 hours, concentrated, and partitioned between brine (300 mL) and ethyl acetate (300 mL). The aqueous phase was extracted with ethyl acetate. The combined phases were dried (MgSO4), filtered, and concentrated. The concentrate was purified by flash column chromatography on silica gel with 15% ethyl acetate/he... Reactants: NC1=C(C=CC(=C1)Cl)O (2-amino-4-chlorophenol), [Si](C)(C)(C(C)(C)C)Cl (tert-butyldimethylsilyl chloride), N1C=NC=C1 (imidazole). Yields the product ClC1=C(C(=C(C(=C1OC(CC#N)=O)Cl)Cl)Cl)Cl (cyanoacetic acid pentachlorophenyl ester). Reaction SMILES: [C:1]([CH2:3][C:4]([OH:6])=[O:5])#[N:2].[Cl:7][C:8]1[C:13](O)=[C:12]([Cl:15])[C:11]([Cl:16])=[C:10]([Cl:17])[C:9]=1[Cl:18].O=P(Cl)(Cl)Cl.Cl>>[Cl:7][C:8]1[C:13]([O:5][C:4](=[O:6])[CH2:3][C:1]#[N:2])=[C:12]([Cl:15])[C:11]([Cl:16])=[C:10]([Cl:17])[C:9]=1[Cl:18]. Procedure: 17 g. (0.2 moles) of cyanoacetic acid are mixed thorougly with 53.2 g. (0.2 moles) of pentachlorophenol, and 19.0 ml. (0.2 moles) of phosphoroxychloride are added dropwise. The obtained mixture is heated slowly on an oil-bath, until the inner temperature rises to 85° to 90° C. and the solid melts under intensive evolution of HCl. The homogeneous melt is heated until the hydrochloric acid evolution ceases. In the meantime the first cyanoacetic acid pentachlorophenyl ester precipitate is obtained.... Reactants: C(#N)CC(=O)O (cyanoacetic acid), Cl (HCl), Cl (hydrochloric acid), ClC1=C(C(=C(C(=C1O)Cl)Cl)Cl)Cl (pentachlorophenol), O=P(Cl)(Cl)Cl (phosphoroxychloride). The reactants are Cc1ccccc1C, Nc1nc(N)c(N=O)c(OCc2ccc(CNC(=O)C(F)(F)F)cc2)n1, c1ccc(P(c2ccccc2)c2ccccc2)cc1. Yields the product Nc1nc(N)c(N)c(OCc2ccc(CNC(=O)C(F)(F)F)cc2)n1. As a reaction SMILES: [CH3:46][c:47]1[c:48]([CH3:49])[cH:50][cH:51][cH:52][cH:53]1.[NH2:1][c:2]1[n:3][c:4]([NH2:26])[c:5]([N:24]=[O:25])[c:6]([O:8][CH2:9][c:10]2[cH:11][cH:12][c:13]([CH2:16][NH:17][C:18]([C:19]([F:20])([F:21])[F:22])=[O:23])[cH:14][cH:15]2)[n:7]1.[c:27]1([P:28]([c:29]2[cH:30][cH:31][cH:32][cH:33][cH:34]2)[c:35]2[cH:36][cH:37][cH:38][cH:39][cH:40]2)[cH:41][cH:42][cH:43][cH:44][cH:45]1>>[NH2:1][c:2]1[n:3][c:4]([NH2:26])[c:5]([NH2:24])[c:6]([O:8][CH2:9][c:10]2[cH:11][cH:12][c:13]([CH2:16][NH:17][C:18]([C:19]([F:20])([F:21])[F:22])=[O:23])[cH:14][cH:15]2)[n:7]1. Starting materials: FC=1C=C(C#N)C=CC1[N+](=O)[O-] (3-fluoro-4-nitrobenzonitrile), C1(=CC=CC=C1)N (phenylamine). Run in CS(=O)C (DMSO). Reaction conditions: temperature 120 celsius, time 1 hour. The product is [N+](=O)([O-])C1=C(C=C(C#N)C=C1)NC1=CC=CC=C1 (4-Nitro-3-phenylaminobenzonitrile). The yield is 98.2%. As a reaction SMILES: F[C:2]1[CH:3]=[C:4]([CH:7]=[CH:8][C:9]=1[N+:10]([O-:12])=[O:11])[C:5]#[N:6].[C:13]1([NH2:19])[CH:18]=[CH:17][CH:16]=[CH:15][CH:14]=1>CS(C)=O>[N+:10]([C:9]1[CH:8]=[CH:7][C:4]([C:5]#[N:6])=[CH:3][C:2]=1[NH:19][C:13]1[CH:18]=[CH:17][CH:16]=[CH:15][CH:14]=1)([O-:12])=[O:11]. Procedure: A suspension of 3-fluoro-4-nitrobenzonitrile (1.66 g, 10.0 mmol) in DMSO (5 mL) was purged with a stream of argon prior to addition of phenylamine (1.82 mL, 20.0 mmol) and then the mixture was stirred at 120° C. for 1 h under an argon atmosphere. After cooling to RT, the reaction mixture was partitioned between EtOAc (75 mL) and an aqueous solution of KHSO4 (100 mL). The organic layer was then washed with brine, dried (Na2SO4) and concentrated in vacuo. The resulting residue was triturated with ... The reactants are C(C)(=O)OC(C)=O (acetic anhydride), NC=1SC=C(N1)C(C(=O)OCC)=NOC1CC1 (ethyl 2-(2-aminothiazol-4-yl)-2-cyclopropyloxyiminoacetate), C(C)(C)OC(C)C (diisopropyl ether). Run in C(=O)O (formic acid). Run at temperature 45 celsius. The product is C1(CC1)ON=C(C(=O)OCC)C=1N=C(SC1)NC=O (ethyl 2-cyclopropyloxyimino-2-(2-formamidothiazol-4-yl)acetate). RXN SMILES: [C:1](OC(=O)C)(=[O:3])C.[NH2:8][C:9]1[S:10][CH:11]=[C:12]([C:14](=[N:20][O:21][CH:22]2[CH2:24][CH2:23]2)[C:15]([O:17][CH2:18][CH3:19])=[O:16])[N:13]=1.C(OC(C)C)(C)C>C(O)=O>[CH:22]1([O:21][N:20]=[C:14]([C:12]2[N:13]=[C:9]([NH:8][CH:1]=[O:3])[S:10][CH:11]=2)[C:15]([O:17][CH2:18][CH3:19])=[O:16])[CH2:24][CH2:23]1. Procedure details: A mixture of formic acid (13.1 ml) and acetic anhydride (32.6 ml) was warmed at 45° C. for 45 minutes. After the mixture was cooled until ambient temperature, ethyl 2-(2-aminothiazol-4-yl)-2-cyclopropyloxyiminoacetate (syn isomer)(22 g) was added thereto. The suspension was turned to a clear solution and soon a precipitate was appeared. To the suspension was added diisopropyl ether (50 ml) and the mixture was stirred at ambient temperature for additional an hour. The mixture was cooled in ice-ba... Reactants: COC(=O)c1scc(-c2ccccc2)c1-c1ccc(S(=O)(=O)COC(C)=O)c(F)c1, C[O-], CCOC(C)=O, CO, Cl, [Na+], C1CCOC1. Product: COC(=O)c1scc(-c2ccccc2)c1-c1ccc(S(=O)O)c(F)c1. As a reaction SMILES: [C:1]([O:2][CH2:3][S:6](=[O:7])(=[O:8])[c:9]1[c:10]([F:30])[cH:11][c:12](-[c:15]2[c:16]([C:26](=[O:27])[O:28][CH3:29])[s:17][cH:18][c:19]2-[c:20]2[cH:21][cH:22][cH:23][cH:24][cH:25]2)[cH:13][cH:14]1)(=[O:4])[CH3:5].[CH3:31][O-:32].[CH3:34][CH2:35][O:36][C:37](=[O:38])[CH3:39].[CH3:46][OH:47].[ClH:40].[Na+:33].[O:41]1[CH2:42][CH2:43][CH2:44][CH2:45]1>>[S:6](=[O:7])([OH:8])[c:9]1[c:10]([F:30])[cH:11][c:12](-[c:15]2[c:16]([C:26](=[O:27])[O:28][CH3:29])[s:17][cH:18][c:19]2-[c:20]2[cH:21][cH:22][cH:23][cH:24][cH:25]2)[cH:13][cH:14]1.